From a dataset of the Open Reaction Database (ORD), a public repository of structured organic reaction records. describe an organic reaction: reactants, conditions, products, and yield The reactants are BrC=1C=C(C=CC1)O (3-bromophenol), O (water), [H-].[Na+] (NaH), BrC=1C=NC=NC1 (5-bromopyrimidine). Run in CN(C)C=O (DMF), C(C)(=O)OCC (ethyl acetate). The product is BrC=1C=C(OC=2C=NC=NC2)C=CC1 (5(3-Bromophenoxy)pyrimidine). The yield is 47.5%. Reaction SMILES: [H-].[Na+].[Br:3][C:4]1[CH:5]=[C:6]([OH:10])[CH:7]=[CH:8][CH:9]=1.Br[C:12]1[CH:13]=[N:14][CH:15]=[N:16][CH:17]=1.O>CN(C=O)C.C(OCC)(=O)C>[Br:3][C:4]1[CH:5]=[C:6]([CH:7]=[CH:8][CH:9]=1)[O:10][C:12]1[CH:13]=[N:14][CH:15]=[N:16][CH:17]=1 |f:0.1|. Reported procedure: NaH (166 mg, 6.92 mmol, 1.10 eq) in DMF (15 mL) in a flame-dried microwave vial was cooled to 0° C. and 3-bromophenol (982 μL, 6.29 mmol, 1.00 eq) was added dropwise. The reaction was stirred for 30 min. at 0° C. at which point 5-bromopyrimidine (1.0 g, 6.3 mmol, 1.0 eq) was added and the reaction microwaved at 200° C. for 60 minutes. The reaction was diluted with ethyl acetate (50 mL) and was with water (3×). The organic layer was dried (MgSO4), filtered and concentrated in vacuo. Purification ... As a reaction SMILES: [CH3:1][O:2][C:3]([CH2:4][c:5]1[c:6]2[c:7]([CH3:25])[c:8]([CH2:17][c:18]3[cH:19][cH:20][c:21]([Cl:24])[cH:22][cH:23]3)[c:9]([CH3:16])[n:10][c:11]2[c:12]([Cl:15])[cH:13][cH:14]1)=[O:26].[CH3:29][OH:30].[Li+:27].[OH-:28]>>[O:2]=[C:3]([CH2:4][c:5]1[c:6]2[c:7]([CH3:25])[c:8]([CH2:17][c:18]3[cH:19][cH:20][c:21]([Cl:24])[cH:22][cH:23]3)[c:9]([CH3:16])[n:10][c:11]2[c:12]([Cl:15])[cH:13][cH:14]1)[OH:26]. Reactants: COC(=O)Cc1ccc(Cl)c2nc(C)c(Cc3ccc(Cl)cc3)c(C)c12, CO, [Li+], [OH-]. Product: Cc1nc2c(Cl)ccc(CC(=O)O)c2c(C)c1Cc1ccc(Cl)cc1. The product is C(C)OCCNC(=O)C=1C(N(C2=CC(=CN=C2C1O)CC1=CC=C(C=C1)F)CCNC(OC)=O)=O (Methyl {2-[3-({[2-(ethyloxy)ethyl]amino}carbonyl)-7-[(4-fluorophenyl)methyl]-4-hydroxy-2-oxo-1,5-naphthyridine-1(2H)-yl]ethyl}carbamate). As a reaction SMILES: [NH2:1][CH2:2][CH2:3][N:4]1[C:13]2[C:8](=[N:9][CH:10]=[C:11]([CH2:14][C:15]3[CH:20]=[CH:19][C:18]([F:21])=[CH:17][CH:16]=3)[CH:12]=2)[C:7]([OH:22])=[C:6]([C:23]([NH:25][CH2:26][CH2:27][O:28][CH2:29][CH3:30])=[O:24])[C:5]1=[O:31].C(N(C(C)C)CC)(C)C.Cl[C:42]([O:44][CH3:45])=[O:43]>CN(C=O)C>[CH2:29]([O:28][CH2:27][CH2:26][NH:25][C:23]([C:6]1[C:5](=[O:31])[N:4]([CH2:3][CH2:2][NH:1][C:42](=[O:43])[O:44][CH3:45])[C:13]2[C:8]([C:7]=1[OH:22])=[N:9][CH:10]=[C:11]([CH2:14][C:15]1[CH:16]=[CH:17][C:18]([F:21])=[CH:19][CH:20]=1)[CH:12]=2)=[O:24])[CH3:30]. Starting materials: NCCN1C(C(=C(C2=NC=C(C=C12)CC1=CC=C(C=C1)F)O)C(=O)NCCOCC)=O (1-(2-aminoethyl)-N-[2-(ethyloxy)ethyl]-7-[(4-fluorophenyl)methyl]-4-hydroxy-2-oxo-1,2-dihydro-1,5-naphthyridine-3-carboxamide), C(C)(C)N(CC)C(C)C (diisopropyl ethylamine), ClC(=O)OC (methyl chloroformate). Reported procedure: A solution of 1-(2-aminoethyl)-N-[2-(ethyloxy)ethyl]-7-[(4-fluorophenyl)methyl]-4-hydroxy-2-oxo-1,2-dihydro-1,5-naphthyridine-3-carboxamide (0.02 g, 0.047 mmol) and diisopropyl ethylamine (0.041 mL, 0.24 mmol) in DMF (5 mL) under nitrogen was treated with methyl chloroformate (0.0036 mL, 0.047 mmol) at ambient temperature. The reaction was concentrated in vacuo and the resulting residue treated with 1 N NaHSO4, filtered, then washed with 1 N NaHSO4 and Et2O before drying in vacuo to provide the ... Solvent: CN(C)C=O (DMF). The reactants are CO, Cn1cc(CN=[N+]=[N-])nc1-c1ccc(I)cc1. Product: Cn1cc(CN)nc1-c1ccc(I)cc1. As a reaction SMILES: [CH3:18][OH:19].[I:1][c:2]1[cH:3][cH:4][c:5](-[c:8]2[n:9]([CH3:17])[cH:10][c:11]([CH2:13][N:14]=[N+:15]=[N-:16])[n:12]2)[cH:6][cH:7]1>>[I:1][c:2]1[cH:3][cH:4][c:5](-[c:8]2[n:9]([CH3:17])[cH:10][c:11]([CH2:13][NH2:14])[n:12]2)[cH:6][cH:7]1. Starting materials: [OH-].[K+] (potassium hydroxide), C(C)(=O)OCCC(CCOC(C)C)C (1-acetoxy-5-isopropoxy-3-methylpentane). Solvent: CO (methanol). Product: C(C)(C)OCCC(CCO)C (5-Isopropoxy-3-methyl-1-pentanol). As a reaction SMILES: [OH-].[K+].C([O:6][CH2:7][CH2:8][CH:9]([CH3:16])[CH2:10][CH2:11][O:12][CH:13]([CH3:15])[CH3:14])(=O)C>CO>[CH:13]([O:12][CH2:11][CH2:10][CH:9]([CH3:16])[CH2:8][CH2:7][OH:6])([CH3:15])[CH3:14] |f:0.1|. Reported procedure: 21 g (0.375 mol) of potassium hydroxide are added to 50.5 g (0.25 mol) of 1-acetoxy-5-isopropoxy-3-methylpentane, dissolved in 300 cc of methanol. The mixture is boiled at reflux for 1 hour, concentrated by evaporation to 20 cc at 30°C and 150 cc of water are added. The mixture is extracted with chloroform. The chloroform extract is washed with water, dried with sodium sulphate and evaporated. The residue is distilled at 20 mm Hg. Gas-chromatographically pure 5-isopropoxy-3-methyl-1-pentanol, ha... Starting materials: CCOC(C)=O, [Li+], CC(C)(C)OC(=O)Nc1ccc(-c2cccs2)cc1NC(=O)c1ccc(CN2CCC(N(c3cccnc3)S(=O)(=O)c3ccc([N+](=O)[O-])cc3)C2)cc1, CN(C)C=O, [OH-], O=C(O)CS. Yields the product CC(C)(C)OC(=O)Nc1ccc(-c2cccs2)cc1NC(=O)c1ccc(CN2CCC(Nc3cccnc3)C2)cc1. Reaction SMILES: [CH3:61][CH2:62][O:63][C:64]([CH3:65])=[O:66].[Li+:59].[N+:1]([c:2]1[cH:3][cH:4][c:5]([S:6](=[O:7])(=[O:8])[N:13]([c:14]2[cH:15][n:16][cH:17][cH:18][cH:19]2)[CH:20]2[CH2:21][N:22]([CH2:25][c:26]3[cH:27][cH:28][c:29]([C:30](=[O:31])[NH:32][c:33]4[c:34]([NH:44][C:45]([O:46][C:47]([CH3:48])([CH3:49])[CH3:50])=[O:51])[cH:35][cH:36][c:37](-[c:39]5[s:40][cH:41][cH:42][cH:43]5)[cH:38]4)[cH:52][cH:53]3)[CH2:23][CH2:24]2)[cH:9][cH:10]1)([O-:11])=[O:12].[O:67]=[CH:68][N:69]([CH3:70])[CH3:71].[OH-:60].[SH:54][CH2:55][C:56]([OH:57])=[O:58]>>[NH:13]([c:14]1[cH:15][n:16][cH:17][cH:18][cH:19]1)[CH:20]1[CH2:21][N:22]([CH2:25][c:26]2[cH:27][cH:28][c:29]([C:30](=[O:31])[NH:32][c:33]3[c:34]([NH:44][C:45]([O:46][C:47]([CH3:48])([CH3:49])[CH3:50])=[O:51])[cH:35][cH:36][c:37](-[c:39]4[s:40][cH:41][cH:42][cH:43]4)[cH:38]3)[cH:52][cH:53]2)[CH2:23][CH2:24]1. Reactants: ClC1=CC=C2C(C(=CN3C2=C1CC3)C(=O)O)=O (9-chloro-6-oxo-1,2-dihydro-6H-pyrrolo-[3,2,1-ij]quinoline-5-carboxylic acid), N1CCNCC1 (piperazine). The solvent is CS(=O)C (dimethyl sulfoxide). Yields the product Cl.N1(CCNCC1)C1=CC=C2C(C(=CN3C2=C1CC3)C(=O)O)=O (9-(1-piperazinyl)-6-oxo-1,2-dihydro-6H-pyrrolo[3,2,1-ij]-quinoline-5-carboxylic acid hydrochloride). Yield: 37.2%. Reaction SMILES: [Cl:1][C:2]1[C:11]2[CH2:12][CH2:13][N:9]3[C:10]=2[C:5]([C:6](=[O:17])[C:7]([C:14]([OH:16])=[O:15])=[CH:8]3)=[CH:4][CH:3]=1.[NH:18]1[CH2:23][CH2:22][NH:21][CH2:20][CH2:19]1>CS(C)=O>[ClH:1].[N:18]1([C:2]2[C:11]3[CH2:12][CH2:13][N:9]4[C:10]=3[C:5]([C:6](=[O:17])[C:7]([C:14]([OH:16])=[O:15])=[CH:8]4)=[CH:4][CH:3]=2)[CH2:23][CH2:22][NH:21][CH2:20][CH2:19]1 |f:3.4|. Procedure: 20 ml of dimethyl sulfoxide was added to a mixture of 3 g of 9-chloro-6-oxo-1,2-dihydro-6H-pyrrolo-[3,2,1-ij]quinoline-5-carboxylic acid and 6 g of anhydrous piperazine and the mixture was heated on an oil bath at 140° to 150° C. for 6 hours. After completion of reaction the solvent was removed therefrom under reduced pressure and 50 ml of water was added to the residue to dissolve it. The solution was shaken with 100 ml of chloroform and the water layer was separated and treated with activated ...